This data is from the Open Reaction Database (ORD), a public repository of structured organic reaction records. The task is: describe an organic reaction: reactants, conditions, products, and yield Starting materials: N1C(=CC2=CC=CC=C12)C=1C(=CC(=C(C=O)C1)OC)OC (5-(1H-indol-2-yl)-2,4-dimethoxybenzaldehye), C(C)(=O)C1=CC=C(C=C1)S(=O)(=O)N(C)C (4-acetyl-N,N-dimethylbenzenesulfonamide). Run in CCCCCC.CCOC(=O)C (hexane EtOAc). Yields the product N1C(=CC2=CC=CC=C12)C=1C(=CC(=C(C1)/C=C/C(=O)C1=CC=C(C=C1)S(=O)(=O)N(C)C)OC)OC (4-{3E-[5-(1H-Indol-2-yl)-2,4-dimethoxyphenyl]acryloyl}-N,N-dimethylbenzenesulfonamide). The yield is 12.0%. Reaction SMILES: [NH:1]1[C:9]2[C:4](=[CH:5][CH:6]=[CH:7][CH:8]=2)[CH:3]=[C:2]1[C:10]1[C:11]([O:20][CH3:21])=[CH:12][C:13]([O:18][CH3:19])=[C:14]([CH:17]=1)[CH:15]=O.[C:22]([C:25]1[CH:30]=[CH:29][C:28]([S:31]([N:34]([CH3:36])[CH3:35])(=[O:33])=[O:32])=[CH:27][CH:26]=1)(=[O:24])[CH3:23]>CCCCCC.CCOC(C)=O>[NH:1]1[C:9]2[C:4](=[CH:5][CH:6]=[CH:7][CH:8]=2)[CH:3]=[C:2]1[C:10]1[C:11]([O:20][CH3:21])=[CH:12][C:13]([O:18][CH3:19])=[C:14](/[CH:15]=[CH:23]/[C:22]([C:25]2[CH:26]=[CH:27][C:28]([S:31]([N:34]([CH3:35])[CH3:36])(=[O:33])=[O:32])=[CH:29][CH:30]=2)=[O:24])[CH:17]=1 |f:2.3|. Reported procedure: The title compound was prepared in an analogous manner as Ex-1 using 5-(1H-indol-2-yl)-2,4-dimethoxybenzaldehye (Ex-32B) and 4-acetyl-N,N-dimethylbenzenesulfonamide (Ex-31A), 12% yield after silica gel column chromatography (hexane/EtOAc, 2:1), yellow solid, mp 158–162° C. 1H-NMR (300 MHz, CDCl3) δ 9.39 (br, 1H), 8.15 (m, 2H), 8.08 (d, J=9 Hz, 2H), 7.91 (d, J=9Hz, 2H), 7.64 (d, J=7 Hz, 1H), 7.57 (d, J=15 Hz, 1H), 7.42 (d, J=8 Hz, 1H), 7.09–7.21 (m, 2H), 6.87 (d, J=2Hz, 1H), 6.60 (s, 1H), 4.10 (s... Starting materials: C1CCOC1, [Li]CCCC, CCCCCC, CCC(C)(C)CCC(=O)OC, COP(C)(=O)OC, CC(=O)O, O. The product is CCC(C)(C)CCC(=O)CP(=O)(OC)OC. RXN SMILES: [CH2:30]1[O:31][CH2:32][CH2:33][CH2:34]1.[CH2:8]([Li:9])[CH2:10][CH2:11][CH3:12].[CH3:13][CH2:14][CH2:15][CH2:16][CH2:17][CH3:18].[CH3:19][C:20]([CH2:21][CH2:22][C:23](=[O:24])[O:25][CH3:26])([CH2:27][CH3:28])[CH3:29].[CH3:1][P:2]([O:3][CH3:4])([O:5][CH3:6])=[O:7].[CH3:36][C:37](=[O:38])[OH:39].[OH2:35]>>[CH2:1]([P:2]([O:3][CH3:4])([O:5][CH3:6])=[O:7])[C:23]([CH2:22][CH2:21][C:20]([CH3:19])([CH2:27][CH3:28])[CH3:29])=[O:24].